Dataset: the Open Reaction Database (ORD), a public repository of structured organic reaction records. Task: describe an organic reaction: reactants, conditions, products, and yield RXN SMILES: [BH4-:1].[CH3:21][CH2:22][OH:23].[ClH:19].[Na+:2].[OH2:20].[OH:3][c:4]1[cH:5][c:6]([C:7](=[O:8])[c:9]2[cH:10][c:11]([OH:15])[cH:12][cH:13][cH:14]2)[cH:16][cH:17][cH:18]1>>[OH:3][c:4]1[cH:5][c:6]([CH:7]([OH:8])[c:9]2[cH:10][c:11]([OH:15])[cH:12][cH:13][cH:14]2)[cH:16][cH:17][cH:18]1. The reactants are [BH4-], CCO, Cl, [Na+], O, O=C(c1cccc(O)c1)c1cccc(O)c1. Yields the product Oc1cccc(C(O)c2cccc(O)c2)c1. Starting materials: N1CCOCC1 (morpholine), [OH-].[Na+] (NaOH), N1CCOCC1 (morpholine), solution, [O-]Cl.[Na+] (NaOCl), C(=S)=S (carbon disulfide), [Cl-].ClN1CCOCC1 (N-chloromorpholine chloride), C(=S)=S (carbon disulfide). Solvent: C(Cl)(Cl)Cl (chloroform), C(Cl)(Cl)Cl (chloroform), C(Cl)(Cl)Cl (chloroform), O (water), O (water), CO (methanol). Reaction conditions: temperature 0 celsius, time 10 minute. Product: C1COCCN1C(=S)SN2CCOCC2 (N-oxydiethylenethiocarbamyl-N'-oxydiethylenesulfenamide). RXN SMILES: [NH:1]1[CH2:6][CH2:5][O:4][CH2:3][CH2:2]1.[Cl-].Cl[N:9]1[CH2:14][CH2:13][O:12][CH2:11][CH2:10]1.[C:15](=[S:17])=[S:16].[OH-].[Na+].[O-]Cl.[Na+]>CO.C(Cl)(Cl)Cl.O>[CH2:6]1[N:1]([C:15]([S:17][N:9]2[CH2:14][CH2:13][O:12][CH2:11][CH2:10]2)=[S:16])[CH2:2][CH2:3][O:4][CH2:5]1 |f:1.2,4.5,6.7|. Reported procedure: N-oxydiethylenethiocarbamyl-N'-oxydiethylenesulfenamide was prepared by reacting about 0.2 mole of morpholine and about 0.2 mole of N-chloromorpholine chloride with 0.2 mole of carbon disulfide in the presence of about 0.2 mole of NaOH and in a medium of water and chloroform. 34.8 grams (0.4 mole) of morpholine was added to 50 milliliters of chloroform and the solution cooled to 0° C. 110 grams of a solution of NaOCl at 13% by weight in water (0.2 mole) was added and the mixture stirred for 10 m...